From a dataset of the Open Reaction Database (ORD), a public repository of structured organic reaction records. describe an organic reaction: reactants, conditions, products, and yield Reactants: acid, O.O.[Cl-].[Ca+2].[Cl-] (calcium chloride dihydrate), C1(=CC=CC=C1)C=1N=C(OC1C1=CC=CC=C1)CCC(=O)O (β-(4,5-Diphenyloxazol-2-yl)propionic acid), [Na] (sodium). Solvent: O (water), [OH-].[Na+] (sodium hydroxide), O (water). The product is [Ca+2].C1(=CC=CC=C1)C=1N=C(OC1C1=CC=CC=C1)CCC(=O)[O-].C1(=CC=CC=C1)C=1N=C(OC1C1=CC=CC=C1)CCC(=O)[O-] (β-(4,5-Diphenyloxazol-2-yl)propionic acid calcium salt), tetrahydrate. RXN SMILES: [C:1]1([C:7]2[N:8]=[C:9]([CH2:18][CH2:19][C:20]([OH:22])=[O:21])[O:10][C:11]=2[C:12]2[CH:17]=[CH:16][CH:15]=[CH:14][CH:13]=2)[CH:6]=[CH:5][CH:4]=[CH:3][CH:2]=1.[Na].O.O.[Cl-].[Ca+2:27].[Cl-]>O.[OH-].[Na+]>[Ca+2:27].[C:1]1([C:7]2[N:8]=[C:9]([CH2:18][CH2:19][C:20]([O-:22])=[O:21])[O:10][C:11]=2[C:12]2[CH:13]=[CH:14][CH:15]=[CH:16][CH:17]=2)[CH:2]=[CH:3][CH:4]=[CH:5][CH:6]=1.[C:1]1([C:7]2[N:8]=[C:9]([CH2:18][CH2:19][C:20]([O-:22])=[O:21])[O:10][C:11]=2[C:12]2[CH:13]=[CH:14][CH:15]=[CH:16][CH:17]=2)[CH:2]=[CH:3][CH:4]=[CH:5][CH:6]=1 |f:2.3.4.5.6,8.9,10.11.12,^1:22|. Reported procedure: β-(4,5-Diphenyloxazol-2-yl)propionic acid (oxaprozin) was converted to the sodium salt by stirring the acid (6 kg) in distilled water (60 kg) and 46-48% sodium hydroxide liquor (1.85 kg). A filtered solution of calcium chloride dihydrate B.P. (2.44 kg) in distilled water was added and the title compound precipitated as a white solid. This was collected on a vacuum filter and washed with distilled water until the filtrate was free from chloride. The product was dried in an air oven to give a yiel... Reactants: C(=O)(Cl)Cl (phosgene), ClC1=CC=C(C=C1)C(C(CC)(N)C1=CC=C(C=C1)Cl)N (rac-(1R*,2S*)-1,2-bis-(4-chloro-phenyl)-butane-1,2-diamine), C(C)(C)OC1=C(C(=O)OC)C=CC(=C1)OC (methyl 2-isopropoxy-4-methoxy-benzoate), C[Al](C)C (trimethylaluminum). Solvent: C(C)N(CC)CC (triethylamine). The product is C(C)(C)(C)C1=CC(=C(C=C1)C=1NC(C(N1)(CC)C1=CC=C(C=C1)Cl)C1=CC=C(C=C1)Cl)OCC (rac-(4S*,5R*)-2-(4-tert-butyl-2-ethoxy-phenyl)-4,5-bis-(4-chloro-phenyl)-4-ethyl-4,5-dihydro-1H-imidazole), C(C)(C)(C)C1=CC(=C(C=C1)C=1N(C(C(N1)(CC)C1=CC=C(C=C1)Cl)C1=CC=C(C=C1)Cl)C(=O)Cl)OCC (rac-(4S*,5R*)-2-(4-tert-butyl-2-ethoxy-phenyl)-4,5-bis-(4-chloro-phenyl)-4-ethyl-4,5-dihydro-imidazole-1-carbonyl chloride). Reaction SMILES: [Cl:1][C:2]1[CH:7]=[CH:6][C:5]([CH:8]([NH2:20])[C:9]([C:13]2[CH:18]=[CH:17][C:16]([Cl:19])=[CH:15][CH:14]=2)([NH2:12])[CH2:10][CH3:11])=[CH:4][CH:3]=1.[CH:21]([O:24][C:25]1[CH:34]=[C:33](OC)[CH:32]=[CH:31][C:26]=1[C:27](OC)=O)([CH3:23])C.C[Al](C)C.[C:41]([Cl:44])(Cl)=[O:42]>C(N(CC)CC)C>[C:5]([C:33]1[CH:32]=[CH:31][C:26]([C:27]2[NH:20][CH:8]([C:5]3[CH:6]=[CH:7][C:2]([Cl:1])=[CH:3][CH:4]=3)[C:9]([C:13]3[CH:14]=[CH:15][C:16]([Cl:19])=[CH:17][CH:18]=3)([CH2:10][CH3:11])[N:12]=2)=[C:25]([O:24][CH2:21][CH3:23])[CH:34]=1)([CH3:8])([CH3:6])[CH3:4].[C:5]([C:33]1[CH:32]=[CH:31][C:26]([C:27]2[N:20]([C:41]([Cl:44])=[O:42])[CH:8]([C:5]3[CH:6]=[CH:7][C:2]([Cl:1])=[CH:3][CH:4]=3)[C:9]([C:13]3[CH:14]=[CH:15][C:16]([Cl:19])=[CH:17][CH:18]=3)([CH2:10][CH3:11])[N:12]=2)=[C:25]([O:24][CH2:21][CH3:23])[CH:34]=1)([CH3:8])([CH3:6])[CH3:4]. Procedure details: rac-(4S*,5R*)-2-(4-tert-butyl-2-ethoxy-phenyl)-4,5-bis-(4-chloro-phenyl)-4-ethyl-4,5-dihydro-1H-imidazole was prepared from rac-(1R*,2S*)-1,2-bis-(4-chloro-phenyl)-butane-1,2-diamine (prepared from 3,4-bis-aryl-1,2,5-thiadiazole-1,1-dioxide and ethylmagnesium bromide as described in example 170) and methyl 2-isopropoxy-4-methoxy-benzoate in the presence of trimethylaluminum using the procedure as described in example 2. It was then reacted with phosgene in the presence of triethylamine to give r... Yields the product C1(=CC=CC=C1)CCCCNC(=O)C1=CC=C(C=C1)C=1SC=C(N1)CN(C(\C=C\C1=CC=CC=C1)=O)CC1=CC=C(OCC(=O)O)C=C1 ([4-({{[2-(4-{[(4-phenylbutyl)amino]carbonyl}phenyl)-1,3-thiazol-4-yl]methyl}[(2E)-3-phenylprop-2-enoyl]amino}methyl)phenoxy]acetic acid). Reported procedure: The title compound was prepared following the procedure A using 4-phenylbutylamine, 4-[4-(chloromethyl)-1,3-thiazol-2-yl]benzoyl chloride, (2E)-3-phenylacryloyl chloride and methyl[4-(aminomethyl)phenoxy]acetate, acetate salt. M+(ESI): 660.1 Reaction SMILES: [C:1]1([CH2:7][CH2:8][CH2:9][CH2:10][NH2:11])[CH:6]=[CH:5][CH:4]=[CH:3][CH:2]=1.Cl[CH2:13][C:14]1[N:15]=[C:16]([C:19]2[CH:27]=[CH:26][C:22]([C:23](Cl)=[O:24])=[CH:21][CH:20]=2)[S:17][CH:18]=1.[C:28]1(/[CH:34]=[CH:35]/[C:36](Cl)=[O:37])[CH:33]=[CH:32][CH:31]=[CH:30][CH:29]=1.C[O:40][C:41](=[O:52])[CH2:42][O:43][C:44]1[CH:49]=[CH:48][C:47]([CH2:50][NH2:51])=[CH:46][CH:45]=1>>[C:1]1([CH2:7][CH2:8][CH2:9][CH2:10][NH:11][C:23]([C:22]2[CH:26]=[CH:27][C:19]([C:16]3[S:17][CH:18]=[C:14]([CH2:13][N:51]([CH2:50][C:47]4[CH:48]=[CH:49][C:44]([O:43][CH2:42][C:41]([OH:52])=[O:40])=[CH:45][CH:46]=4)[C:36](=[O:37])/[CH:35]=[CH:34]/[C:28]4[CH:33]=[CH:32][CH:31]=[CH:30][CH:29]=4)[N:15]=3)=[CH:20][CH:21]=2)=[O:24])[CH:6]=[CH:5][CH:4]=[CH:3][CH:2]=1. Starting materials: C1(=CC=CC=C1)CCCCN (4-phenylbutylamine), COC(COC1=CC=C(C=C1)CN)=O (methyl[4-(aminomethyl)phenoxy]acetate), acetate salt, ClCC=1N=C(SC1)C1=CC=C(C(=O)Cl)C=C1 (4-[4-(chloromethyl)-1,3-thiazol-2-yl]benzoyl chloride), C1(=CC=CC=C1)/C=C/C(=O)Cl ((2E)-3-phenylacryloyl chloride). Starting materials: C(C1=CC=CC=C1)OC(=O)NCCCCCNC(CC1C[C@@H]([C@H](NC1)C(=O)N1CC(CC1)C1=CC=CC=C1)C(=O)OC(C)(C)C)=O (tert-butyl(2S,3S)-5-{2-[(5-{[(benzyloxy)carbonyl]amino}pentyl)amino]-2-oxoethyl}-2[(3-phenylpyrrolidin-1-yl)carbonyl]piperidine-3-carboxylate), O (water), FC(C(=O)O)(F)F (trifluoroacetic acid). Solvent: C(Cl)Cl (methylene chloride). Run at time 8 hour. Product: C(C1=CC=CC=C1)OC(=O)NCCCCCNC(CC1C[C@@H]([C@H](NC1)C(=O)N1CC(CC1)C1=CC=CC=C1)C(=O)O)=O ((2S,3S)-5-{2-[(5-{[(benzyloxy)carbonyl]amino}pentyl)amino]-2-oxoethyl}-2-[(3-phenylpyrrolidin-1-yl)carbonyl]piperidine-3-carboxylic acid). RXN SMILES: [CH2:1]([O:8][C:9]([NH:11][CH2:12][CH2:13][CH2:14][CH2:15][CH2:16][NH:17][C:18](=[O:46])[CH2:19][CH:20]1[CH2:25][NH:24][C@H:23]([C:26]([N:28]2[CH2:32][CH2:31][CH:30]([C:33]3[CH:38]=[CH:37][CH:36]=[CH:35][CH:34]=3)[CH2:29]2)=[O:27])[C@@H:22]([C:39]([O:41]C(C)(C)C)=[O:40])[CH2:21]1)=[O:10])[C:2]1[CH:7]=[CH:6][CH:5]=[CH:4][CH:3]=1.O.FC(F)(F)C(O)=O>C(Cl)Cl>[CH2:1]([O:8][C:9]([NH:11][CH2:12][CH2:13][CH2:14][CH2:15][CH2:16][NH:17][C:18](=[O:46])[CH2:19][CH:20]1[CH2:25][NH:24][C@H:23]([C:26]([N:28]2[CH2:32][CH2:31][CH:30]([C:33]3[CH:34]=[CH:35][CH:36]=[CH:37][CH:38]=3)[CH2:29]2)=[O:27])[C@@H:22]([C:39]([OH:41])=[O:40])[CH2:21]1)=[O:10])[C:2]1[CH:7]=[CH:6][CH:5]=[CH:4][CH:3]=1. Procedure details: A solution of tert-butyl(2S,3S)-5-{2-[(5-{[(benzyloxy)carbonyl]amino}pentyl)amino]-2-oxoethyl}-2[(3-phenylpyrrolidin-1-yl)carbonyl]piperidine-3-carboxylate (40 mg, 0.063 mmol) in methylene chloride (2 mL) was added a drop of water and trifluoroacetic acid (4 mL). After stirring the reaction mixture overnight, the volatiles were removed in-vacuo and the residue was azeotropically washed with benzene (2×3 mL) and heptane (2×3 mL). The crude product was dried under high vacuum and used directly in ... Starting materials: ClC1=CC=C(C=C1)CC(=O)O (4-chlorophenyl-acetic acid), C(CC)C1=C(O)C=CC=C1O (2-(n-propyl)resorcinol). The solvent is OS(=O)(=O)C(F)(F)F (triflic acid). Yields the product ClC1=CC=C(C=C1)CC(=O)C1=C(C(=C(C=C1)O)CCC)O (4-(4-chlorophenylacetyl)-1,3-dihydroxy-2-(n-propyl)benzene). As a reaction SMILES: [Cl:1][C:2]1[CH:7]=[CH:6][C:5]([CH2:8][C:9]([OH:11])=O)=[CH:4][CH:3]=1.[CH2:12]([C:15]1[C:21]([OH:22])=[CH:20][CH:19]=[CH:18][C:16]=1[OH:17])[CH2:13][CH3:14]>OS(C(F)(F)F)(=O)=O>[Cl:1][C:2]1[CH:3]=[CH:4][C:5]([CH2:8][C:9]([C:18]2[CH:19]=[CH:20][C:21]([OH:22])=[C:15]([CH2:12][CH2:13][CH3:14])[C:16]=2[OH:17])=[O:11])=[CH:6][CH:7]=1. Procedure: Using the procedure in Example 51, step 1, 4-chlorophenyl-acetic acid and 2-(n-propyl)resorcinol were condensed in triflic acid to form 4-(4-chlorophenylacetyl)-1,3-dihydroxy-2-(n-propyl)benzene. The reactants are CO, COC(=S)C(C)=CO, COc1ccc(N)cc1Cl, Cl, [Na], O. Yields the product COC(=S)C(C)=CNc1ccc(OC)c(Cl)c1. Reaction SMILES: [CH3:20][OH:21].[CH3:2][O:3][C:4]([C:5](=[CH:6][OH:7])[CH3:8])=[S:9].[Cl:10][c:11]1[cH:12][c:13]([NH2:14])[cH:15][cH:16][c:17]1[O:18][CH3:19].[ClH:23].[Na:1].[OH2:22]>>[CH3:2][O:3][C:4]([C:5](=[CH:6][NH:14][c:13]1[cH:12][c:11]([Cl:10])[c:17]([O:18][CH3:19])[cH:16][cH:15]1)[CH3:8])=[S:9]. Starting materials: COc1ccc(Cn2cc(-c3ccnc(N)n3)c(-c3cccc([N+](=O)[O-])c3)n2)cc1, [Cl-], [NH4+], C1COCCO1, O, [Zn]. Yields the product COc1ccc(Cn2cc(-c3ccnc(N)n3)c(-c3cccc(N)c3)n2)cc1. RXN SMILES: [CH3:1][O:2][c:3]1[cH:4][cH:5][c:6]([CH2:7][n:8]2[n:9][c:10](-[c:20]3[cH:21][c:22]([N+:26]([O-:27])=[O:28])[cH:23][cH:24][cH:25]3)[c:11](-[c:13]3[n:14][c:15]([NH2:19])[n:16][cH:17][cH:18]3)[cH:12]2)[cH:29][cH:30]1.[Cl-:31].[NH4+:32].[O:33]1[CH2:34][CH2:35][O:36][CH2:37][CH2:38]1.[OH2:39].[Zn:40]>>[CH3:1][O:2][c:3]1[cH:4][cH:5][c:6]([CH2:7][n:8]2[n:9][c:10](-[c:20]3[cH:21][c:22]([NH2:26])[cH:23][cH:24][cH:25]3)[c:11](-[c:13]3[n:14][c:15]([NH2:19])[n:16][cH:17][cH:18]3)[cH:12]2)[cH:29][cH:30]1.